From a dataset of the Open Reaction Database (ORD), a public repository of structured organic reaction records. describe an organic reaction: reactants, conditions, products, and yield Starting materials: CCOC(=O)C1(CI)CCN(C(=O)c2ccc(OC)cc2)C1, Oc1cnc(-c2ccc(Cl)cc2)cn1. Product: CCOC(=O)C1(COc2cnc(-c3ccc(Cl)cc3)cn2)CCN(C(=O)c2ccc(OC)cc2)C1. Reaction SMILES: [CH2:15]([CH3:16])[O:17][C:18](=[O:19])[C:20]1([CH2:35][I:36])[CH2:21][N:22]([C:25]([c:26]2[cH:27][cH:28][c:29]([O:32][CH3:33])[cH:30][cH:31]2)=[O:34])[CH2:23][CH2:24]1.[Cl:1][c:2]1[cH:3][cH:4][c:5](-[c:8]2[n:9][cH:10][c:11]([OH:14])[n:12][cH:13]2)[cH:6][cH:7]1>>[Cl:1][c:2]1[cH:3][cH:4][c:5](-[c:8]2[n:9][cH:10][c:11]([O:14][CH2:35][C:20]3([C:18]([O:17][CH2:15][CH3:16])=[O:19])[CH2:21][N:22]([C:25]([c:26]4[cH:27][cH:28][c:29]([O:32][CH3:33])[cH:30][cH:31]4)=[O:34])[CH2:23][CH2:24]3)[n:12][cH:13]2)[cH:6][cH:7]1. Yields the product C(C1=CC=CC=C1)OC1CCN(CC1)C(=O)OC(C)(C)C (4-benzyloxy-1-tert-butoxycarbonyl-piperidine). As a reaction SMILES: [C:1]([O:5][C:6]([N:8]1[CH2:13][CH2:12][CH:11]([OH:14])[CH2:10][CH2:9]1)=[O:7])([CH3:4])([CH3:3])[CH3:2].[H-].[Na+].[CH2:17](Br)[C:18]1[CH:23]=[CH:22][CH:21]=[CH:20][CH:19]=1.O>C1COCC1>[CH2:17]([O:14][CH:11]1[CH2:12][CH2:13][N:8]([C:6]([O:5][C:1]([CH3:4])([CH3:2])[CH3:3])=[O:7])[CH2:9][CH2:10]1)[C:18]1[CH:23]=[CH:22][CH:21]=[CH:20][CH:19]=1 |f:1.2|. Run in C1CCOC1 (THF), C1CCOC1 (THF), C1CCOC1 (THF). Procedure: A solution of N-tert-butoxycarbonylpiperidin-4-ol (25 g, 0.124 mol) in 100 ml anhydrous THF was added to a suspension of sodium hydride (5.96 g, 0.15 mol, pentane washed) in 100 ml anhydrous THF at 0° C. The reaction was stirred at 0° C. for 1 hour, then treated with a solution of benzyl bromide (25.65 g, 0.15 mol) in 20 ml anhydrous THF. The reaction was allowed to stand for 20 h at room temperature, cooled to 0° C., and 50 ml water was added cautiously. The product was extracted using ethyl ac... Run at temperature 0 celsius, time 1 hour. Reactants: C(C1=CC=CC=C1)Br (benzyl bromide), C(C)(C)(C)OC(=O)N1CCC(CC1)O (N-tert-butoxycarbonylpiperidin-4-ol), [H-].[Na+] (sodium hydride), O (water). Starting materials: FC=1C=C(C=CC1)C1=NC=C(C(=N1)C)C(=O)O (2-(3-fluoro-phenyl)-4-methyl-pyrimidine-5-carboxylic acid), FC=1C=CC=C2C(=CN(C12)N)C (7-fluoro-3-methyl-indol-1-ylamine), C[N+]1(CCOCC1)C2=NC(=NC(=N2)OC)OC.[Cl-] (DMTMM). Solvent: CN(C)C=O (DMF). Conditions: temperature 50 celsius, time 4 hour. Yields the product FC=1C=CC=C2C(=CN(C12)NC(=O)C=1C(=NC(=NC1)C1=CC(=CC=C1)F)C)C (2-(3-fluoro-phenyl)-4-methyl-pyrimidine-5-carboxylic acid (7-fluoro-3-methyl-indol-1-yl)-amide). Isolated yield 47.5%. As a reaction SMILES: [F:1][C:2]1[CH:3]=[C:4]([C:8]2[N:13]=[C:12]([CH3:14])[C:11]([C:15]([OH:17])=O)=[CH:10][N:9]=2)[CH:5]=[CH:6][CH:7]=1.[F:18][C:19]1[CH:20]=[CH:21][CH:22]=[C:23]2[C:27]=1[N:26]([NH2:28])[CH:25]=[C:24]2[CH3:29].C[N+]1(C2N=C(OC)N=C(OC)N=2)CCOCC1.[Cl-]>CN(C=O)C>[F:18][C:19]1[CH:20]=[CH:21][CH:22]=[C:23]2[C:27]=1[N:26]([NH:28][C:15]([C:11]1[C:12]([CH3:14])=[N:13][C:8]([C:4]3[CH:5]=[CH:6][CH:7]=[C:2]([F:1])[CH:3]=3)=[N:9][CH:10]=1)=[O:17])[CH:25]=[C:24]2[CH3:29] |f:2.3|. Procedure: A solution of 2-(3-fluoro-phenyl)-4-methyl-pyrimidine-5-carboxylic acid (1.34 mmol) and 7-fluoro-3-methyl-indol-1-ylamine (342 mg, 1.47 mmol) in DMF (15 mL) is stirred at 50° C. for 1 h. The mixture is treated with DMTMM (407 mg, 1.47 mmol) and stirred at 50° C. for 4 h. The mixture is concentrated in vacuo, diluted with Et2O (50 mL), and washed with saturated aqueous Na2CO3 (50 mL). The organic layer is separated, dried (Na2SO4), filtered and concentrated in vacuo. The residue is purified by si... Reactants: C1(=CC=CC=C1)C(CC(C(CC(C)=O)=O)=O)=O (1-phenylheptane-1,3,4,6-tetrone), C(C)(=O)O.C(C)(=O)O.IC1=CC=CC=C1 (iodobenzene diacetate), C(C)(=O)O (acetic acid). The solvent is O (water). Run at time 16 hour. The product is C(C)(=O)C=1OC(=CC(C1O)=O)C1=CC=CC=C1 (2-acetyl-3-hydroxy-6-phenyl-4H-pyran-4-one). Yield: 14.0%. As a reaction SMILES: [C:1]1([C:7](=[O:17])[CH2:8][C:9](=[O:16])[C:10](=[O:15])[CH2:11][C:12](=[O:14])[CH3:13])[CH:6]=[CH:5][CH:4]=[CH:3][CH:2]=1.C(O)(=O)C.C(O)(=O)C.IC1C=CC=CC=1.C(O)(=O)C>O>[C:12]([C:11]1[O:17][C:7]([C:1]2[CH:2]=[CH:3][CH:4]=[CH:5][CH:6]=2)=[CH:8][C:9](=[O:16])[C:10]=1[OH:15])(=[O:14])[CH3:13] |f:1.2.3|. Reported procedure: A mixture of 1-phenylheptane-1,3,4,6-tetrone (2.3 g), iodobenzene diacetate (6.7 g) and acetic acid (80 mL) was stirred at room temperature for 16 hr, the reaction mixture was diluted with water, and the mixture was extracted with ethyl acetate. The extract was dried over anhydrous magnesium sulfate and concentrated under reduced pressure. The residue was purified by silica gel column chromatography (ethyl acetate/hexane) to give the title compound (0.32 g). Starting materials: C[Si](C)(C)C#Cc1ccnc(Cl)c1, COCCn1ncc(-n2c(C)nc(I)c2C)cc1=O. Product: COCCn1ncc(-n2c(C)nc(C#Cc3ccnc(Cl)c3)c2C)cc1=O. As a reaction SMILES: [Cl:20][c:21]1[n:22][cH:23][cH:24][c:25]([C:27]#[C:28][Si:29]([CH3:30])([CH3:31])[CH3:32])[cH:26]1.[I:1][c:2]1[n:3][c:4]([CH3:19])[n:5](-[c:8]2[cH:9][c:10](=[O:18])[n:11]([CH2:14][CH2:15][O:16][CH3:17])[n:12][cH:13]2)[c:6]1[CH3:7]>>[c:2]1([C:28]#[C:27][c:25]2[cH:24][cH:23][n:22][c:21]([Cl:20])[cH:26]2)[n:3][c:4]([CH3:19])[n:5](-[c:8]2[cH:9][c:10](=[O:18])[n:11]([CH2:14][CH2:15][O:16][CH3:17])[n:12][cH:13]2)[c:6]1[CH3:7]. Procedure: 0.8 g of N-(4-tert.butyl-1-cyclohexenylmethyl)-1-naphthylmethylamine are reacted with 13 ml of 1N NaH2PO3 -solution and brought into solution by the addition of 15 ml of dioxane. Following addition of 1.1 ml 37% formaline solution the mixture is warmed to 60° for 1/2 hour, made alkaline with caustic soda and extracted with ether. Following drying and evaporation of the organic phase the pure product is obtained as an oil. The product is C(C)(C)(C)C1CC=C(CC1)CN(CC1=CC=CC2=CC=CC=C12)C (N-(4-tert.butyl-1-cyclohexenylmethyl)-N-(1-naphthylmethyl)methylamine). Reactants: [OH-].[Na+] (caustic soda), C(C)(C)(C)C1CC=C(CC1)CNCC1=CC=CC2=CC=CC=C12 (N-(4-tert.butyl-1-cyclohexenylmethyl)-1-naphthylmethylamine), NaH2PO3, C=O (formaline). As a reaction SMILES: [C:1]([CH:5]1[CH2:10][CH2:9][C:8]([CH2:11][NH:12][CH2:13][C:14]2[C:23]3[C:18](=[CH:19][CH:20]=[CH:21][CH:22]=3)[CH:17]=[CH:16][CH:15]=2)=[CH:7][CH2:6]1)([CH3:4])([CH3:3])[CH3:2].[CH2:24]=O.[OH-].[Na+]>O1CCOCC1>[C:1]([CH:5]1[CH2:10][CH2:9][C:8]([CH2:11][N:12]([CH3:24])[CH2:13][C:14]2[C:23]3[C:18](=[CH:19][CH:20]=[CH:21][CH:22]=3)[CH:17]=[CH:16][CH:15]=2)=[CH:7][CH2:6]1)([CH3:4])([CH3:2])[CH3:3] |f:2.3|. The solvent is O1CCOCC1 (dioxane). The reactants are S(O)(O)(=O)=O (sulfuric acid), OC=1C(=C2CCC(OC2=C(C1C)C)(CC(=O)O)C)C (6-hydroxy-2,5,7,8-tetramethylchroman-2-acetic acid), C(O)([O-])=O.[Na+] (sodium hydrogen carbonate). Solvent: CO (methanol). Run at time 3 day. Yields the product OC=1C(=C2CCC(OC2=C(C1C)C)(CC(=O)OC)C)C (methyl 6-hydroxy-2,5,7,8-tetramethylchroman-2-acetate). As a reaction SMILES: [OH:1][C:2]1[C:3]([CH3:19])=[C:4]2[C:9](=[C:10]([CH3:13])[C:11]=1[CH3:12])[O:8][C:7]([CH3:18])([CH2:14][C:15]([OH:17])=[O:16])[CH2:6][CH2:5]2.S(=O)(=O)(O)O.[C:25](=O)([O-])O.[Na+]>CO>[OH:1][C:2]1[C:3]([CH3:19])=[C:4]2[C:9](=[C:10]([CH3:13])[C:11]=1[CH3:12])[O:8][C:7]([CH3:18])([CH2:14][C:15]([O:17][CH3:25])=[O:16])[CH2:6][CH2:5]2 |f:2.3|. Procedure details: To a suspension of 10.0 g (37.83 mM) of 6-hydroxy-2,5,7,8-tetramethylchroman-2-acetic acid in methanol (50 ml) was added 0.5 ml (6 mM) of concentrated sulfuric acid at room temperature and the mixture was stirred for 3 days. To this reaction mixture was added a saturated aqueous solution of sodium hydrogen carbonate at 0° C. until the pH had been brought to 5-7 and the solvent was then distilled off under reduced pressure. The residue was diluted with water and extracted with diethyl ether. The ...